The task is: describe an organic reaction: reactants, conditions, products, and yield. This data is from the Open Reaction Database (ORD), a public repository of structured organic reaction records. The reactants are [SiH](C)(C)C(F)(F)C(F)(F)C(F)(F)C(F)(F)C(F)(F)C(F)(F)C(F)(F)C(F)(F)F (HSi(CH3)2C8F17), BrBr (bromine). Run in C(Cl)(Cl)(Cl)Cl (CCl4). Run at temperature 60 celsius, time 18 hour. The product is Br[Si](C)(C)C(F)(F)C(F)(F)C(F)(F)C(F)(F)C(F)(F)C(F)(F)C(F)(F)C(F)(F)F (BrSi(CH3)2C8F17). Isolated yield 94.9%. As a reaction SMILES: [SiH:1]([C:4]([C:7]([C:10]([C:13]([C:16]([C:19]([C:22]([C:25]([F:28])([F:27])[F:26])([F:24])[F:23])([F:21])[F:20])([F:18])[F:17])([F:15])[F:14])([F:12])[F:11])([F:9])[F:8])([F:6])[F:5])([CH3:3])[CH3:2].[Br:29]Br>C(Cl)(Cl)(Cl)Cl>[Br:29][Si:1]([C:4]([C:7]([C:10]([C:13]([C:16]([C:19]([C:22]([C:25]([F:26])([F:27])[F:28])([F:23])[F:24])([F:20])[F:21])([F:18])[F:17])([F:15])[F:14])([F:12])[F:11])([F:9])[F:8])([F:6])[F:5])([CH3:2])[CH3:3]. Reported procedure: A mixture composed of 7.65 [lacuna] of HSi(CH3)2C8F17 (15.8 mmol) and 62 mmol of bromine in 25 ml of CCl4 is stirred at 60° C. for 18 hours. After removing the volatile compounds under reduced pressure, a liquid is obtained and is subjected to flash distillation. 8.35 g of BrSi(CH3)2C8F17 are obtained (yield 95%, which exists in the form of a pale pink liquid) [sic]. The reactants are C(CCCCCCCCCCCCC)(=O)NC1=NC(N(C=C1)[C@H]1[C@@H](O)[C@H](O)[C@H](O1)CO)=O (N4 -myristoyl-1-β-D-arabinofuranosylcytosine), C(CCCCCCCCCCC)(=O)NC1=NC(N([C@H]2[C@H](O)[C@H](O)[C@@H](CO)O2)C=C1)=O (N4 -lauroylcytidine), C(CCCCCCCCCCCCCCC)(=O)NC1=NC(N([C@H]2[C@H](O)[C@H](O)[C@@H](CO)O2)C=C1)=O (N4 -palmitoylcytidine), C(CCCCCCCCCCC)(=O)NC1=NC(N(C=C1)[C@H]1[C@@H](O)[C@H](O)[C@H](O1)CO)=O (N4 -lauroyl-1-β-D-arabinofuranosylcytosine), C(CCCCCCCCCCCCC)(=O)NC1=NC(N([C@H]2[C@H](O)[C@H](O)[C@@H](CO)O2)C=C1)=O (N4 -myristoylcytidine). Yields the product C(CCCCCCCCCCCCCCC)(=O)NC1=NC(N(C=C1)[C@H]1[C@@H](O)[C@H](O)[C@H](O1)CO)=O (N4 -palmitoyl-1-β-D-arabinofuranosylcytosine). RXN SMILES: C(NC1C=CN([C@@H]2O[C@H](CO)[C@@H](O)[C@@H]2O)C(=O)N=1)(=O)CCCCCCCCCCCCC.C(NC1C=CN([C@@H]2O[C@H](CO)[C@@H](O)[C@@H]2O)C(=O)N=1)(=O)CCCCCCCCCCC.C(NC1C=CN([C@@H]2O[C@H](CO)[C@@H](O)[C@H]2O)C(=O)N=1)(=O)CCCCCCCCCCCCC.C(NC1C=CN([C@@H]2O[C@H](CO)[C@@H](O)[C@H]2O)C(=O)N=1)(=O)CCCCCCCCCCC.[C:125]([NH:142][C:143]1[CH:157]=[CH:156][N:146]([C@@H:147]2[O:155][C@H:152]([CH2:153][OH:154])[C@@H:150]([OH:151])[C@H:148]2[OH:149])[C:145](=[O:158])[N:144]=1)(=[O:141])[CH2:126][CH2:127][CH2:128][CH2:129][CH2:130][CH2:131][CH2:132][CH2:133][CH2:134][CH2:135][CH2:136][CH2:137][CH2:138][CH2:139][CH3:140]>>[C:125]([NH:142][C:143]1[CH:157]=[CH:156][N:146]([C@@H:147]2[O:155][C@H:152]([CH2:153][OH:154])[C@@H:150]([OH:151])[C@@H:148]2[OH:149])[C:145](=[O:158])[N:144]=1)(=[O:141])[CH2:126][CH2:127][CH2:128][CH2:129][CH2:130][CH2:131][CH2:132][CH2:133][CH2:134][CH2:135][CH2:136][CH2:137][CH2:138][CH2:139][CH3:140]. Procedure: By following the same procedure as above using N4 -myristoyl-1-β-D-arabinofuranosylcytosine, N4 -lauroyl-1-β-D-arabinofuranosylcytosine, N4 -myristoylcytidine, N4 -lauroylcytidine and N4 -palmitoylcytidine, respectively in place of N4 -palmitoyl-1-β-D-arabinofuranosylcytosine, the following products were obtained: Reactants: ClCCl, COC(=O)CCCCc1cc2c(o1)CC(OC1CCCCO1)C2CO, CC(=O)[O-], CC(C)O, [Mg+2], [Na+], O=S(=O)([O-])[O-], O=[Cr](=O)([O-])Cl, c1ccncc1, c1cc[nH+]cc1. The product is COC(=O)CCCCc1cc2c(o1)CC(OC1CCCCO1)C2C=O. RXN SMILES: [CH2:48]([Cl:49])[Cl:50].[CH3:1][O:2][C:3]([CH2:4][CH2:5][CH2:6][CH2:7][c:8]1[cH:9][c:10]2[c:11]([o:12]1)[CH2:13][CH:14]([O:18][CH:19]1[O:20][CH2:21][CH2:22][CH2:23][CH2:24]1)[CH:15]2[CH2:16][OH:17])=[O:25].[CH3:27][C:28](=[O:29])[O-:30].[CH:57]([OH:58])([CH3:59])[CH3:60].[Mg+2:42].[Na+:26].[O-:43][S:44](=[O:45])(=[O:46])[O-:47].[O:31]=[Cr:32]([Cl:33])([O-:34])=[O:35].[cH:51]1[cH:52][cH:53][n:54][cH:55][cH:56]1.[nH+:36]1[cH:37][cH:38][cH:39][cH:40][cH:41]1>>[CH3:1][O:2][C:3]([CH2:4][CH2:5][CH2:6][CH2:7][c:8]1[cH:9][c:10]2[c:11]([o:12]1)[CH2:13][CH:14]([O:18][CH:19]1[O:20][CH2:21][CH2:22][CH2:23][CH2:24]1)[CH:15]2[CH:16]=[O:17])=[O:25]. Reactants: ClC1=NC(=CC=C1)C(F)(F)F (2-Chloro-6-trifluoromethylpyridine), [OH-].[Na+] (Sodium hydroxide). Run at temperature 150 celsius. Yields the product OC1=NC(=CC=C1)C(F)(F)F (2-hydroxy-6-trifluoromethylpyridine). The yield is 79.7%. As a reaction SMILES: Cl[C:2]1[CH:7]=[CH:6][CH:5]=[C:4]([C:8]([F:11])([F:10])[F:9])[N:3]=1.[OH-:12].[Na+]>>[OH:12][C:2]1[CH:7]=[CH:6][CH:5]=[C:4]([C:8]([F:11])([F:10])[F:9])[N:3]=1 |f:1.2|. Reported procedure: 2-Chloro-6-trifluoromethylpyridine (8.05 g at 98% strength; 43.2 mmol; 1 equiv) was charged to a Parr reactor, pressure tested at 100 psi. The pressure was released and the reactor heated to 150° C. Sodium hydroxide solution (9.823% strength; 40.1 g; 98.5 mmol; 2.28 equiv) was added via an HPLC pump over 2 hours 20 minutes and the reaction mixture maintained at 150° C. for a further 4 hours. The mixture was cooled, unreacted 2-chloro-6-trifluoromethylpyridine extracted with methylene chloride, a... Starting materials: CCCNCCC, ClCCl, ClCCCc1cc(Cl)ccc1OCCc1ccccc1. Yields the product CCCN(CCC)CCCc1cc(Cl)ccc1OCCc1ccccc1. As a reaction SMILES: [CH2:21]([CH2:22][CH3:23])[NH:24][CH2:25][CH2:26][CH3:27].[CH2:28]([Cl:29])[Cl:30].[Cl:1][c:2]1[cH:3][c:4]([CH2:17][CH2:18][CH2:19][Cl:20])[c:5]([O:8][CH2:9][CH2:10][c:11]2[cH:12][cH:13][cH:14][cH:15][cH:16]2)[cH:6][cH:7]1>>[Cl:1][c:2]1[cH:3][c:4]([CH2:17][CH2:18][CH2:19][N:24]([CH2:21][CH2:22][CH3:23])[CH2:25][CH2:26][CH3:27])[c:5]([O:8][CH2:9][CH2:10][c:11]2[cH:12][cH:13][cH:14][cH:15][cH:16]2)[cH:6][cH:7]1. Starting materials: [Al+3], O=C([O-])O, C, CNCc1ccccc1, CO, ClCCl, O=C(Cl)Cc1ccc(F)cc1, [H-], [H-], [H-], [H-], [Li+], [Na+], [Na+], C1CCOC1, [OH-], O, [Pd]. The product is CNCCc1ccc(F)cc1. Reaction SMILES: [Al+3:27].[C:10](=[O:11])([OH:12])[O-:13].[C:44].[CH3:1][NH:2][CH2:3][c:4]1[cH:5][cH:6][cH:7][cH:8][cH:9]1.[CH3:42][OH:43].[Cl:34][CH2:35][Cl:36].[F:15][c:16]1[cH:17][cH:18][c:19]([CH2:22][C:23]([Cl:24])=[O:25])[cH:20][cH:21]1.[H-:26].[H-:29].[H-:30].[H-:31].[Li+:28].[Na+:14].[Na+:33].[O:37]1[CH2:38][CH2:39][CH2:40][CH2:41]1.[OH-:32].[OH2:46].[Pd:45]>>[CH3:1][NH:2][CH2:23][CH2:22][c:19]1[cH:18][cH:17][c:16]([F:15])[cH:21][cH:20]1. The reactants are COc1cccc2c1c(NS(=O)(=O)c1ccc(Cl)s1)nn2Cc1ccc(CN(C(=O)[O-])C(C)(C)C)cc1, COc1cccc2[nH]nc(N)c12, CS(C)=O, COc1ccc(CCl)cc1OC, [K+], [OH-], O. Yields the product COc1ccc(Cn2nc(N)c3c(OC)cccc32)cc1OC. RXN SMILES: [CH3:15][C:16]([N:17]([CH2:18][c:19]1[cH:20][cH:21][c:22]([CH2:23][n:24]2[c:25]3[c:26]([c:27]([O:28][CH3:29])[cH:30][cH:31][cH:32]3)[c:33]([NH:34][S:35]([c:36]3[s:37][c:38]([Cl:39])[cH:40][cH:41]3)(=[O:42])=[O:43])[n:44]2)[cH:45][cH:46]1)[C:47](=[O:48])[O-:49])([CH3:50])[CH3:51].[CH3:3][O:4][c:5]1[c:6]2[c:7]([NH2:14])[n:8][nH:9][c:10]2[cH:11][cH:12][cH:13]1.[CH3:64][S:65]([CH3:66])=[O:67].[Cl:52][CH2:53][c:54]1[cH:55][c:56]([O:62][CH3:63])[c:57]([O:60][CH3:61])[cH:58][cH:59]1.[K+:2].[OH-:1].[OH2:68]>>[CH3:3][O:4][c:5]1[c:6]2[c:7]([NH2:14])[n:8][n:9]([CH2:53][c:54]3[cH:55][c:56]([O:62][CH3:63])[c:57]([O:60][CH3:61])[cH:58][cH:59]3)[c:10]2[cH:11][cH:12][cH:13]1. Reactants: CC(C)(C)OC(=O)N1CCC(c2ncnc3cc(OCCCN4CCCC4=O)ccc23)CC1, CC#N, CCN(C(C)C)C(C)C, ClCCl, O=C(O)C(F)(F)F, CC(C)Oc1ccc(NC(=O)Oc2ccc([N+](=O)[O-])cc2)cc1. The product is CC(C)Oc1ccc(NC(=O)N2CCC(c3ncnc4cc(OCCCN5CCCC5=O)ccc34)CC2)cc1. As a reaction SMILES: [C:1]([O:2][C:6](=[O:7])[N:8]1[CH2:9][CH2:10][CH:11]([c:14]2[n:15][cH:16][n:17][c:18]3[cH:19][c:20]([O:24][CH2:25][CH2:26][CH2:27][N:28]4[C:29](=[O:33])[CH2:30][CH2:31][CH2:32]4)[cH:21][cH:22][c:23]23)[CH2:12][CH2:13]1)([CH3:3])([CH3:4])[CH3:5].[CH3:76][C:77]#[N:78].[CH:67]([N:68]([CH2:69][CH3:70])[CH:71]([CH3:72])[CH3:73])([CH3:74])[CH3:75].[Cl:41][CH2:42][Cl:43].[F:34][C:35]([F:36])([F:37])[C:38]([OH:39])=[O:40].[N+:44]([c:45]1[cH:46][cH:47][c:48]([O:49][C:50](=[O:51])[NH:55][c:56]2[cH:57][cH:58][c:59]([O:62][CH:63]([CH3:64])[CH3:65])[cH:60][cH:61]2)[cH:52][cH:53]1)([O-:54])=[O:66]>>[C:6](=[O:7])([N:8]1[CH2:9][CH2:10][CH:11]([c:14]2[n:15][cH:16][n:17][c:18]3[cH:19][c:20]([O:24][CH2:25][CH2:26][CH2:27][N:28]4[C:29](=[O:33])[CH2:30][CH2:31][CH2:32]4)[cH:21][cH:22][c:23]23)[CH2:12][CH2:13]1)[NH:55][c:56]1[cH:57][cH:58][c:59]([O:62][CH:63]([CH3:64])[CH3:65])[cH:60][cH:61]1. Reactants: CC(=O)[O-], CS(C)=O, FC(F)(F)c1cccc(CCl)c1, [Na+], O=C1c2ccccc2C(=O)N1O. The product is O=C1c2ccccc2C(=O)N1OCc1cccc(C(F)(F)F)c1. RXN SMILES: [CH3:14][C:15](=[O:16])[O-:17].[CH3:30][S:31](=[O:32])[CH3:33].[F:18][C:19]([c:20]1[cH:21][c:22]([CH2:26][Cl:27])[cH:23][cH:24][cH:25]1)([F:28])[F:29].[Na+:13].[OH:1][N:2]1[C:3](=[O:12])[c:4]2[c:5]([cH:8][cH:9][cH:10][cH:11]2)[C:6]1=[O:7]>>[O:1]([N:2]1[C:3](=[O:12])[c:4]2[c:5]([cH:8][cH:9][cH:10][cH:11]2)[C:6]1=[O:7])[CH2:26][c:22]1[cH:21][c:20]([C:19]([F:18])([F:28])[F:29])[cH:25][cH:24][cH:23]1.